describe an organic reaction: reactants, conditions, products, and yield From a dataset of the Open Reaction Database (ORD), a public repository of structured organic reaction records. Starting materials: C(C)(C)(C)NCC1=C(C2=CC=CC=C2C=C1)C1=CC=CC(=N1)C=NC1=C(C=CC=C1C(C)C)C(C)C (N-[(6-{2-[(tert-butylamino) methyl]-1-naphthyl}pyridin-2-yl)methylene]-2,6-diisopropylaniline), CO (methanol), [BH3-]C#N.[Na+] (NaBH3CN), orange oil. The reagents and catalysts are C(=O)O (formic acid). The solvent is O (water). Yields the product C(C)(C)(C)NCC1=C(C2=CC=CC=C2C=C1)C1=CC=CC(=N1)CNC1=C(C=CC=C1C(C)C)C(C)C (N-[(6-{2-[(tert-Butylamino)methyl]-1-naphthyl}pyridin-2-yl)methyl]-2,6-diisopropylaniline). RXN SMILES: [C:1]([NH:5][CH2:6][C:7]1[CH:16]=[CH:15][C:14]2[C:9](=[CH:10][CH:11]=[CH:12][CH:13]=2)[C:8]=1[C:17]1[N:22]=[C:21]([CH:23]=[N:24][C:25]2[C:30]([CH:31]([CH3:33])[CH3:32])=[CH:29][CH:28]=[CH:27][C:26]=2[CH:34]([CH3:36])[CH3:35])[CH:20]=[CH:19][CH:18]=1)([CH3:4])([CH3:3])[CH3:2].CO.[BH3-]C#N.[Na+]>C(O)=O.O>[C:1]([NH:5][CH2:6][C:7]1[CH:16]=[CH:15][C:14]2[C:9](=[CH:10][CH:11]=[CH:12][CH:13]=2)[C:8]=1[C:17]1[N:22]=[C:21]([CH2:23][NH:24][C:25]2[C:30]([CH:31]([CH3:32])[CH3:33])=[CH:29][CH:28]=[CH:27][C:26]=2[CH:34]([CH3:36])[CH3:35])[CH:20]=[CH:19][CH:18]=1)([CH3:4])([CH3:3])[CH3:2] |f:2.3|. Procedure details: To a solution of 2.45 g (5.10 mmol) of N-[(6-{2-[(tert-butylamino) methyl]-1-naphthyl}pyridin-2-yl)methylene]-2,6-diisopropylaniline in 50 ml of hot methanol 0.53 g (8.40 mmol) of NaBH3CN was added in one portion followed by the addition of four drops of 88% formic acid. The resulting mixture was refluxed under inert atmosphere for 1 hour and then poured into 50 ml of water. The crude product was extracted with 3×20 ml of ether. The combined extract was washed by 2×50 ml of water, dried over K2C... The reactants are CCOC(=O)Cn1ccc2ccc(O)cc21, Cn1nc(-c2ccc(C(F)(F)F)cc2)cc1CCO, CC(C)(C)OC(=O)N=NC(=O)OC(C)(C)C, c1ccc(P(c2ccccc2)c2ccccc2)cc1. Product: CCOC(=O)Cn1ccc2ccc(OCCc3cc(-c4ccc(C(F)(F)F)cc4)nn3C)cc21. Reaction SMILES: [CH2:1]([CH3:2])[O:3][C:4]([CH2:5][n:6]1[cH:7][cH:8][c:9]2[cH:10][cH:11][c:12]([OH:15])[cH:13][c:14]12)=[O:16].[CH3:17][n:18]1[n:19][c:20](-[c:26]2[cH:27][cH:28][c:29]([C:32]([F:33])([F:34])[F:35])[cH:30][cH:31]2)[cH:21][c:22]1[CH2:23][CH2:24][OH:25].[N:36]([C:37]([O:38][C:39]([CH3:40])([CH3:41])[CH3:42])=[O:43])=[N:44][C:45]([O:46][C:47]([CH3:48])([CH3:49])[CH3:50])=[O:51].[c:52]1([P:53]([c:54]2[cH:55][cH:56][cH:57][cH:58][cH:59]2)[c:60]2[cH:61][cH:62][cH:63][cH:64][cH:65]2)[cH:66][cH:67][cH:68][cH:69][cH:70]1>>[CH2:1]([CH3:2])[O:3][C:4]([CH2:5][n:6]1[cH:7][cH:8][c:9]2[cH:10][cH:11][c:12]([O:15][CH2:24][CH2:23][c:22]3[n:18]([CH3:17])[n:19][c:20](-[c:26]4[cH:27][cH:28][c:29]([C:32]([F:33])([F:34])[F:35])[cH:30][cH:31]4)[cH:21]3)[cH:13][c:14]12)=[O:16]. Starting materials: CC(=O)O[BH-](OC(C)=O)OC(C)=O, O=C([O-])O, CC(=O)O, O=C(NC1N=C(c2ccccc2)c2ccccc2NC1=O)c1ccc(Cl)c(Cl)c1, ClCCl, O=Cc1ccccc1[N+](=O)[O-], [Na+], [Na+]. Yields the product O=C1Nc2ccccc2C(c2ccccc2)=NC1NCc1ccccc1[N+](=O)[O-]. RXN SMILES: [C:30]([O:31][BH-:32]([O:33][C:34](=[O:35])[CH3:36])[O:37][C:38](=[O:39])[CH3:40])(=[O:41])[CH3:42].[C:55](=[O:56])([OH:57])[O-:58].[CH3:63][C:64](=[O:65])[OH:66].[Cl:1][c:2]1[cH:3][c:4]([C:28]([NH:7][CH:8]2[N:9]=[C:10]([c:20]3[cH:21][cH:22][cH:23][cH:24][cH:25]3)[c:11]3[c:12]([cH:16][cH:17][cH:18][cH:19]3)[NH:13][C:14]2=[O:15])=[O:29])[cH:5][cH:6][c:26]1[Cl:27].[Cl:60][CH2:61][Cl:62].[N+:44](=[O:45])([O-:46])[c:47]1[c:48]([CH:49]=[O:50])[cH:51][cH:52][cH:53][cH:54]1.[Na+:43].[Na+:59]>>[NH:7]([CH:8]1[N:9]=[C:10]([c:20]2[cH:21][cH:22][cH:23][cH:24][cH:25]2)[c:11]2[c:12]([cH:16][cH:17][cH:18][cH:19]2)[NH:13][C:14]1=[O:15])[CH2:49][c:48]1[c:47]([N+:44](=[O:45])[O-:46])[cH:54][cH:53][cH:52][cH:51]1.